This data is from the Open Reaction Database (ORD), a public repository of structured organic reaction records. The task is: describe an organic reaction: reactants, conditions, products, and yield Starting materials: C(C)(=O)O[C@@H]1CC[C@H](CC1)C1=CC=C(C=C1)CCl (trans-O-acetyl-4-(4-chloromethylphenyl)-cyclohexanol), C([O-])([O-])=O.[K+].[K+] (potassium carbonate), C(C)NCC (diethylamine), O (water). The solvent is CN(C=O)C (dimethylformamide). Conditions: temperature 50 celsius. Yields the product C(C)(=O)O[C@@H]1CC[C@H](CC1)C1=CC=C(C=C1)CN(CC)CC (trans-O-Acetyl-4-(4-diethylaminomethylphenyl)-cyclohexanol). Reaction SMILES: [C:1]([O:4][C@H:5]1[CH2:10][CH2:9][C@H:8]([C:11]2[CH:16]=[CH:15][C:14]([CH2:17]Cl)=[CH:13][CH:12]=2)[CH2:7][CH2:6]1)(=[O:3])[CH3:2].C(=O)([O-])[O-].[K+].[K+].[CH2:25]([NH:27][CH2:28][CH3:29])[CH3:26].O>CN(C)C=O>[C:1]([O:4][C@H:5]1[CH2:10][CH2:9][C@H:8]([C:11]2[CH:16]=[CH:15][C:14]([CH2:17][N:27]([CH2:28][CH3:29])[CH2:25][CH3:26])=[CH:13][CH:12]=2)[CH2:7][CH2:6]1)(=[O:3])[CH3:2] |f:1.2.3|. Procedure: A solution of 1 g (3.75 mmol) of trans-O-acetyl-4-(4-chloromethylphenyl)-cyclohexanol in 10 ml of dimethylformamide is mixed with 0.52 g (3.75 mmol) of potassium carbonate and 0.27 g (3.75 mmol) of diethylamine. This mixture is heated to 50° C. for 6 hours with stirring, then water is added and the mixture is extracted with methylene chloride. The organic phase is dried, evaporated down in vacuo and the residue remaining is purified by column chromatography (aluminium oxide basic, activity stage... The reactants are N1(CCOCC1)CCNC(=O)C=1NC(=CC1)C=C1C(NC=2N=CN=C(C21)Cl)=O (5-(4-chloro-6-oxo-6.7-dihydro-pyrrolo[2,3-d]pyrimidin-5-ylidenemethyl)-1H-pyrrole-2-carboxylic acid (2-morpholin-4-yl-ethyl)-amide), C(C1=CC=CC=C1)N1C=CC2=CC(=CC=C12)N (1-benzyl-1H-indol-5-ylamine), C1(=CC=C(C=C1)S(=O)(=O)O)C (p-toluenesulfonic acid). Solvent: COCCOCCOC (2-methoxyethyl ether). Run at temperature 177.5 celsius. Yields the product Cl.N1(CCOCC1)CCNC(=O)C=1NC(=CC1)C=C1C(NC=2N=CN=C(C21)NC=2C=C1C=CN(C1=CC2)CC2=CC=CC=C2)=O (5-[4-(1-BENZYL-1H-INDOL-5-YLAMINO)-6-OXO-6,7-DIHYDRO-PYRROLO[2,3-D]PYRIMIDIN-5-YLIDENEMETHYL]-1H-PYRROLE-2-CARBOXYLIC ACID (2-MORPHOLIN-4-YL-ETHYL)-AMIDE HYDROCHLORIDE). Yield: 42.0%. Reaction SMILES: [N:1]1([CH2:7][CH2:8][NH:9][C:10]([C:12]2[NH:13][C:14]([CH:17]=[C:18]3[C:26]4[C:25]([Cl:27])=[N:24][CH:23]=[N:22][C:21]=4[NH:20][C:19]3=[O:28])=[CH:15][CH:16]=2)=[O:11])[CH2:6][CH2:5][O:4][CH2:3][CH2:2]1.[CH2:29]([N:36]1[C:44]2[C:39](=[CH:40][C:41]([NH2:45])=[CH:42][CH:43]=2)[CH:38]=[CH:37]1)[C:30]1[CH:35]=[CH:34][CH:33]=[CH:32][CH:31]=1.C1(C)C=CC(S(O)(=O)=O)=CC=1>COCCOCCOC>[ClH:27].[N:1]1([CH2:7][CH2:8][NH:9][C:10]([C:12]2[NH:13][C:14]([CH:17]=[C:18]3[C:26]4[C:25]([NH:45][C:41]5[CH:40]=[C:39]6[C:44](=[CH:43][CH:42]=5)[N:36]([CH2:29][C:30]5[CH:31]=[CH:32][CH:33]=[CH:34][CH:35]=5)[CH:37]=[CH:38]6)=[N:24][CH:23]=[N:22][C:21]=4[NH:20][C:19]3=[O:28])=[CH:15][CH:16]=2)=[O:11])[CH2:6][CH2:5][O:4][CH2:3][CH2:2]1 |f:4.5|. Procedure details: A mixture of 5-(4-chloro-6-oxo-6.7-dihydro-pyrrolo[2,3-d]pyrimidin-5-ylidenemethyl)-1H-pyrrole-2-carboxylic acid (2-morpholin-4-yl-ethyl)-amide, 1-benzyl-1H-indol-5-ylamine and p-toluenesulfonic acid (5 mg) in 2 mL of 1-methyl-2-pyrrodinone and 2-methoxyethyl ether (1:3) was heated at 170-185° C. for 7 to 15 hours. The reaction mixture was evaporated to dryness and purified by reversed phase HPLC, then dissolved in 2N HCl and acetontrile and freeze-dried to give 13.5 mg (42%) of the title compou... The reactants are [BH4-], CC(C)[O-], CC(C)[O-], CC(C)[O-], CC(C)[O-], COc1ccc2c(c1)C(=O)CC2, C1CNCCNC1, [Na+], [Ti+4]. Product: COc1ccc2c(c1)C(N1CCCNCC1)CC2. RXN SMILES: [BH4-:20].[CH3:22][CH:23]([CH3:24])[O-:25].[CH3:27][CH:28]([CH3:29])[O-:30].[CH3:31][CH:32]([CH3:33])[O-:34].[CH3:35][CH:36]([CH3:37])[O-:38].[CH3:8][O:9][c:10]1[cH:11][cH:12][c:13]2[c:17]([cH:18]1)[C:16](=[O:19])[CH2:15][CH2:14]2.[NH:1]1[CH2:2][CH2:3][NH:4][CH2:5][CH2:6][CH2:7]1.[Na+:21].[Ti+4:26]>>[N:1]1([CH:16]2[CH2:15][CH2:14][c:13]3[cH:12][cH:11][c:10]([O:9][CH3:8])[cH:18][c:17]32)[CH2:2][CH2:3][NH:4][CH2:5][CH2:6][CH2:7]1. Reactants: O1CCC(CC1)OC=1C2=C(N=CN1)C=CC(=N2)C=2C=C(C=NC2)N (5-(4-(tetrahydro-2H-pyran-4-yloxy)pyrido[3,2-d]pyrimidin-6-yl)pyridin-3-amine), O1CCC(CC1)OC=1C2=C(N=CN1)C=CC(=N2)C=2C=C(C=NC2)N (5-(4-(tetrahydro-2H-pyran-4-yloxy)pyrido[3,2-d]pyrimidin-6-yl)pyridin-3-amine), BrC1=C(C=CC(=C1)Br)S(=O)(=O)Cl (2,4-dibromobenzene-1-sulfonyl chloride). The solvent is N1=CC=CC=C1 (pyridine), C(Cl)Cl (DCM). Run at time 1 hour. Product: BrC1=C(C=CC(=C1)Br)S(=O)(=O)NC=1C=NC=C(C1)C=1C=CC=2N=CN=C(C2N1)OC1CCOCC1 (2,4-dibromo-N-(5-(4-(tetrahydro-2H-pyran-4-yloxy)pyrido[3,2-d]pyrimidin-6-yl)pyridin-3-yl)benzenesulfonamide). Isolated yield 57.1%. Reaction SMILES: [O:1]1[CH2:6][CH2:5][CH:4]([O:7][C:8]2[C:9]3[N:17]=[C:16]([C:18]4[CH:19]=[C:20]([NH2:24])[CH:21]=[N:22][CH:23]=4)[CH:15]=[CH:14][C:10]=3[N:11]=[CH:12][N:13]=2)[CH2:3][CH2:2]1.[Br:25][C:26]1[CH:31]=[C:30]([Br:32])[CH:29]=[CH:28][C:27]=1[S:33](Cl)(=[O:35])=[O:34]>N1C=CC=CC=1.C(Cl)Cl>[Br:25][C:26]1[CH:31]=[C:30]([Br:32])[CH:29]=[CH:28][C:27]=1[S:33]([NH:24][C:20]1[CH:21]=[N:22][CH:23]=[C:18]([C:16]2[CH:15]=[CH:14][C:10]3[N:11]=[CH:12][N:13]=[C:8]([O:7][CH:4]4[CH2:5][CH2:6][O:1][CH2:2][CH2:3]4)[C:9]=3[N:17]=2)[CH:19]=1)(=[O:35])=[O:34]. Reported procedure: To a solution of 5-(4-(tetrahydro-2H-pyran-4-yloxy)pyrido[3,2-d]pyrimidin-6-yl)pyridin-3-amine (Intermediate 12) (0.0500 g, 0.155 mmol) in pyridine (0.773 ml) was slowly added 2,4-dibromobenzene-1-sulfonyl chloride (0.0620 g, 0.186 mmol) at 0° C. After stirred for 1 hour at room temperature, the reaction mixture was diluted with DCM and quenched with 1N. aq HCl. The combined organic layers were washed brine, dried over anhydrous MgSO4, filtered and concentrated in vacuo. The residue was recrysta... Reactants: BrCc1ccccc1Br, C1CCOC1, Cc1ccoc1C. The product is Cc1cc(Cc2ccccc2Br)oc1C. As a reaction SMILES: [Br:8][c:9]1[c:10]([CH2:11][Br:12])[cH:13][cH:14][cH:15][cH:16]1.[CH2:17]1[O:18][CH2:19][CH2:20][CH2:21]1.[CH3:1][c:2]1[o:3][cH:4][cH:5][c:6]1[CH3:7]>>[CH3:1][c:2]1[o:3][c:4]([CH2:11][c:10]2[c:9]([Br:8])[cH:16][cH:15][cH:14][cH:13]2)[cH:5][c:6]1[CH3:7]. The reactants are BrCCOC (bromoethylmethylether), 42A, C(C)(C)(C)ON=C1C=C(OC2=CC=C(C=C12)O)C=1N=CC2=CC=CC=C2C1 (6-hydroxy-2-isoquinolin-3-yl-chromen-4-one O-tert-butyl oxime). The product is C1=NC(=CC2=CC=CC=C12)C=1OC2=CC=C(C=C2C(C1)=NO)OCCOC (2-isoquinolin-3-yl-6-(2-methoxy-ethoxy)-chromen-4-one oxime), title compound. RXN SMILES: C([O:5][N:6]=[C:7]1[C:16]2[C:11](=[CH:12][CH:13]=[C:14]([OH:17])[CH:15]=2)[O:10][C:9]([C:18]2[N:19]=[CH:20][C:21]3[C:26]([CH:27]=2)=[CH:25][CH:24]=[CH:23][CH:22]=3)=[CH:8]1)(C)(C)C.Br[CH2:29][CH2:30][O:31][CH3:32]>>[CH:20]1[C:21]2[C:26](=[CH:25][CH:24]=[CH:23][CH:22]=2)[CH:27]=[C:18]([C:9]2[O:10][C:11]3[C:16]([C:7](=[N:6][OH:5])[CH:8]=2)=[CH:15][C:14]([O:17][CH2:29][CH2:30][O:31][CH3:32])=[CH:13][CH:12]=3)[N:19]=1. Reported procedure: 2-isoquinolin-3-yl-6-(2-methoxy-ethoxy)-chromen-4-one oxime was prepared in 67% overall yield using the method described in example 42 and 42A, starting from 6-hydroxy-2-isoquinolin-3-yl-chromen-4-one O-tert-butyl oxime (example 41A) and bromoethylmethylether instead of iodomethane. The title compound was isolated as a yellow solid after purification by flash chromatography over silica gel (cyclohexane/ethyl acetate: 0-80%), and as a 85/15 mixture of Z/E oxime isomers. Product: CC(C)(NC(=O)c1cccc(-c2cnc3oc(-c4ccc(F)cc4)c(C=O)c3c2)c1)c1ccccc1. The reactants are C[N+]1([O-])CCOCC1, ClC(Cl)(Cl)Cl, Cc1c(-c2ccc(F)cc2)oc2ncc(-c3cccc(C(=O)NC(C)(C)c4ccccc4)c3)cc12, CC(C)(C#N)N=NC(C)(C)C#N, O=C1CCC(=O)N1Br. Reaction SMILES: [CH3:56][N+:57]1([O-:58])[CH2:59][CH2:60][O:61][CH2:62][CH2:63]1.[Cl:64][C:65]([Cl:66])([Cl:67])[Cl:68].[F:21][c:22]1[cH:23][cH:24][c:25](-[c:28]2[c:29]([CH3:55])[c:30]3[c:31]([n:32][cH:33][c:34](-[c:36]4[cH:37][c:38]([C:39](=[O:40])[NH:41][C:42]([CH3:43])([CH3:44])[c:45]5[cH:46][cH:47][cH:48][cH:49][cH:50]5)[cH:51][cH:52][cH:53]4)[cH:35]3)[o:54]2)[cH:26][cH:27]1.[N:1]#[C:2][C:3]([N:4]=[N:5][C:6]([C:7]#[N:8])([CH3:9])[CH3:10])([CH3:11])[CH3:12].[O:13]=[C:14]1[N:15]([Br:16])[C:17](=[O:18])[CH2:19][CH2:20]1>>[O:13]=[CH:55][c:29]1[c:28](-[c:25]2[cH:24][cH:23][c:22]([F:21])[cH:27][cH:26]2)[o:54][c:31]2[c:30]1[cH:35][c:34](-[c:36]1[cH:37][c:38]([C:39](=[O:40])[NH:41][C:42]([CH3:43])([CH3:44])[c:45]3[cH:46][cH:47][cH:48][cH:49][cH:50]3)[cH:51][cH:52][cH:53]1)[cH:33][n:32]2. Starting materials: C(C)SC(C#N)(C)C (2-(ethylthio)-2-methylpropanenitrile), ClN1C(CCC1=O)=O (N-chlorosuccinimide). Solvent: C(Cl)(Cl)(Cl)Cl (carbon tetrachloride). Run at time 4 hour. Yields the product ClC(C)SC(C#N)(C)C (2-(1-Chloroethylthio)-2-methylpropanenitrile). Yield: 101.5%. Reaction SMILES: [CH2:1]([S:3][C:4]([CH3:8])([CH3:7])[C:5]#[N:6])[CH3:2].[Cl:9]N1C(=O)CCC1=O>C(Cl)(Cl)(Cl)Cl>[Cl:9][CH:1]([S:3][C:4]([CH3:8])([CH3:7])[C:5]#[N:6])[CH3:2]. Reported procedure: In 10 ml of carbon tetrachloride were placed 1.4 g of 2-(ethylthio)-2-methylpropanenitrile and 1.5 g of N-chlorosuccinimide and the mixture was refluxed with stirring for four hours. Solid was filtered and the filtrate was evaporated to give 1.8 g of product as a yellow liquid. This product was used without purification. Reactants: C(C)(=O)[O-].[Na+] (sodium acetate), O (water), BrC(C(=O)C(F)(F)F)Br (1,1-dibromo-3,3,3-trifluoroacetone), FC1=C(C=C(C(=C1)Cl)OC(C)C)NN (2-fluoro-4-chloro-5-isopropoxyphenylhydrazine). The solvent is C(C)OCC (diethyl ether). Reaction conditions: time 20 minute. The product is ClC1=CC(=C(C=C1OC(C)C)NN=CC(C(F)(F)F)=O)F (3,3,3-trifluoro-2-oxo-propanal 1-(4-chloro-2-fluoro-5-isopropoxyphenylhydrazone)). RXN SMILES: C([O-])(=O)C.[Na+].O.Br[CH:8](Br)[C:9]([C:11]([F:14])([F:13])[F:12])=[O:10].[F:16][C:17]1[CH:22]=[C:21]([Cl:23])[C:20]([O:24][CH:25]([CH3:27])[CH3:26])=[CH:19][C:18]=1[NH:28][NH2:29]>C(OCC)C>[Cl:23][C:21]1[C:20]([O:24][CH:25]([CH3:26])[CH3:27])=[CH:19][C:18]([NH:28][N:29]=[CH:8][C:9](=[O:10])[C:11]([F:14])([F:13])[F:12])=[C:17]([F:16])[CH:22]=1 |f:0.1|. Procedure: To a mixed solution of 5.3 g (53.5 mmol) of sodium acetate and about 100 ml of water was added under ice cooling 6.6 g (24.3 mmol) of 1,1-dibromo-3,3,3-trifluoroacetone, and the reaction was allowed to proceed at 70° C. for 20 minutes. Then, the reaction mixture was cooled to room temperature, to which a solution of 5.8 g (21.5 mmol) of 2-fluoro-4-chloro-5-isopropoxyphenylhydrazine dissolved in about 20 ml of diethyl ether was added, and the reaction mixture was stirred at room temperature for 1...